From a dataset of the Open Reaction Database (ORD), a public repository of structured organic reaction records. describe an organic reaction: reactants, conditions, products, and yield Reactants: O1C(=CC=C1)C=1OC(=C(N1)COC1=C(C=C(COC2=NN(C=C2C=O)C2=CC=CC=C2)C=C1)OC)C (3-[(4-{[2-(2-furyl)-5-methyl-1,3-oxazol-4-yl]methoxy}-3-methoxybenzyl)oxy]-1-phenyl-1H-pyrazole-4-carbaldehyde), C1(=CC=C(C=C1)S(=O)(=O)C[N+]#[C-])C (p-toluenesulfonylmethylisocyanide), C([O-])([O-])=O.[K+].[K+] (potassium carbonate), CO (methanol). Run in O (Water). Product: O1C(=CC=C1)C=1OC(=C(N1)COC1=C(C=C(C=C1)COC1=NN(C=C1C1=CN=CO1)C1=CC=CC=C1)OC)C (2-(2-furyl)-4-{[2-methoxy-4-({[4-(1,3-oxazol-5-yl)-1-phenyl-1H-pyrazol-3-yl]oxy}methyl)phenoxy]methyl}-5-methyl-1,3-oxazole). Isolated yield 52.4%. Reaction SMILES: [O:1]1[CH:5]=[CH:4][CH:3]=[C:2]1[C:6]1[O:7][C:8]([CH3:36])=[C:9]([CH2:11][O:12][C:13]2[CH:33]=[CH:32][C:16]([CH2:17][O:18][C:19]3[C:23]([CH:24]=[O:25])=[CH:22][N:21]([C:26]4[CH:31]=[CH:30][CH:29]=[CH:28][CH:27]=4)[N:20]=3)=[CH:15][C:14]=2[O:34][CH3:35])[N:10]=1.C1(C)C=CC(S([CH2:46][N+:47]#[C-:48])(=O)=O)=CC=1.C(=O)([O-])[O-].[K+].[K+].CO>O>[O:1]1[CH:5]=[CH:4][CH:3]=[C:2]1[C:6]1[O:7][C:8]([CH3:36])=[C:9]([CH2:11][O:12][C:13]2[CH:33]=[CH:32][C:16]([CH2:17][O:18][C:19]3[C:23]([C:24]4[O:25][CH:48]=[N:47][CH:46]=4)=[CH:22][N:21]([C:26]4[CH:27]=[CH:28][CH:29]=[CH:30][CH:31]=4)[N:20]=3)=[CH:15][C:14]=2[O:34][CH3:35])[N:10]=1 |f:2.3.4|. Procedure details: A mixture of 3-[(4-{[2-(2-furyl)-5-methyl-1,3-oxazol-4-yl]methoxy}-3-methoxybenzyl)oxy]-1-phenyl-1H-pyrazole-4-carbaldehyde (0.60 g), p-toluenesulfonylmethylisocyanide (0.25 g), potassium carbonate (0.17 g) and methanol (30 mL) was heated under reflux for 3 hrs. Water was added to the reaction mixture, and the mixture was extracted with ethyl acetate. The ethyl acetate layer was washed with saturated brine, dried over anhydrous magnesium sulfate and concentrated. The residue was subjected to sil... Reactants: FC1=C(C=C(C(=C1[Si](C)(C)C)F)F)C=1OCC(N1)(C)C (2-(2,4,5- trifluoro-3-trimethylsilylphenyl)-4,4-dimethyl-2-oxazoline), C(C)(C)NC(C)C (diisopropylamine), C(CCC)[Li] (n-butyllithium), [Li+].CC(C)[N-]C(C)C (LDA), CI (methyl iodide). The solvent is O (water), C1CCOC1 (THF), C1CCOC1 (THF). Conditions: temperature 0 celsius, time 45 minute. Yields the product FC1=C(C(=C(C(=C1[Si](C)(C)C)F)F)C)C=1OCC(N1)(C)C (2-(2,4,5,-Trifluoro-6-methyl-3-trimethylsilylphenyl)-4,4-dimethyl-2-oxazoline). The yield is 90.6%. As a reaction SMILES: [CH:1](NC(C)C)(C)C.C([Li])CCC.[Li+].CC([N-]C(C)C)C.[F:21][C:22]1[C:27]([Si:28]([CH3:31])([CH3:30])[CH3:29])=[C:26]([F:32])[C:25]([F:33])=[CH:24][C:23]=1[C:34]1[O:35][CH2:36][C:37]([CH3:40])([CH3:39])[N:38]=1.CI>C1COCC1.O>[F:21][C:22]1[C:27]([Si:28]([CH3:31])([CH3:29])[CH3:30])=[C:26]([F:32])[C:25]([F:33])=[C:24]([CH3:1])[C:23]=1[C:34]1[O:35][CH2:36][C:37]([CH3:40])([CH3:39])[N:38]=1 |f:2.3|. Reported procedure: A solution of 0.64 mL (4.57 mmol) of diisopropylamine in 20 mL of dry THF under argon was cooled to -78° C. and treated with 2.1 mL (4.20 mmol) of 2.0N n-butyllithium. The LDA solution was stirred at -78° C. for 15 minutes, then warmed to 0° C. To this solution was added a solution of 1.05 g (3.5 mmol) of 2-(2,4,5- trifluoro-3-trimethylsilylphenyl)-4,4-dimethyl-2-oxazoline in 5 mL of THF; the reaction mixture was stirred at 0° C. for 45 minutes, then quenched with 1.50 g (10.6 mmol) of methyl io...